From a dataset of the Open Reaction Database (ORD), a public repository of structured organic reaction records. describe an organic reaction: reactants, conditions, products, and yield Reactants: BrC1=CC(=NC(=C1)N)N (4-bromo-pyridine-2,6-diamine), C1(=C(C(=CC(=C1)C)C)S(=O)(=O)ON)C (O-mesitylene-sulfonylhydroxylamine), O1N=CC=C1C=O (isoxazole-5-carbaldehyde). Product: BrC1=CC=2N(C(=C1)N)N=C(N2)C2=CC=NO2 (7-Bromo-2-isoxazol-5-yl-[1,2,4]triazolo[1,5-a]pyridin-5-ylamine). As a reaction SMILES: [Br:1][C:2]1[CH:7]=[C:6]([NH2:8])[N:5]=[C:4]([NH2:9])[CH:3]=1.C1(C)C=C(C)C=C(C)C=1S(O[NH2:22])(=O)=O.[O:24]1[C:28]([CH:29]=O)=[CH:27][CH:26]=[N:25]1>>[Br:1][C:2]1[CH:7]=[C:6]([NH2:8])[N:5]2[N:22]=[C:29]([C:28]3[O:24][N:25]=[CH:26][CH:27]=3)[N:9]=[C:4]2[CH:3]=1. Procedure: The title compound, MS m/e (%): 280 (M+, 100), was prepared in accordance with the general method of example 63 from 4-bromo-pyridine-2,6-diamine, O-mesitylene-sulfonylhydroxylamine, and isoxazole-5-carbaldehyde. The purification was performed with reversed phase HPLC eluting with an acetonitrile/water gradient. Reactants: ClC1=CC2=C(OC3=C(CN2C(=O)N2CCN(CCC2)C(=O)OCC)C=CC=C3)C=C1 (ethyl 4-[(8-chlorodibenz[b,f][1,4]oxazepin-10(11H)-yl)carbonyl]hexahydro-1H-1,4-diazepine-1-carboxylate), Cl (HCl). The solvent is O1CCOCC1 (dioxane). Product: ClC1=CC2=C(OC3=C(CN2C(=O)N2CCNCCC2)C=CC=C3)C=C1 (8-chloro-10-[(hexahydro-1H-1,4-diazepin-1-yl)carbonyl]-10,11-dihydrodibenz[b,f][1,4]oxazepine). Isolated yield 48.2%. As a reaction SMILES: [Cl:1][C:2]1[CH:30]=[CH:29][C:5]2[O:6][C:7]3[CH:28]=[CH:27][CH:26]=[CH:25][C:8]=3[CH2:9][N:10]([C:11]([N:13]3[CH2:19][CH2:18][CH2:17][N:16](C(OCC)=O)[CH2:15][CH2:14]3)=[O:12])[C:4]=2[CH:3]=1.Cl>O1CCOCC1>[Cl:1][C:2]1[CH:30]=[CH:29][C:5]2[O:6][C:7]3[CH:28]=[CH:27][CH:26]=[CH:25][C:8]=3[CH2:9][N:10]([C:11]([N:13]3[CH2:19][CH2:18][CH2:17][NH:16][CH2:15][CH2:14]3)=[O:12])[C:4]=2[CH:3]=1. Procedure: The title product of Example 59 (2.5 g, 5.8 mmol) was combined with 25 mL of concentrated HCl and 25 mL of dioxane. The solution was brought to reflux and maintained at reflux and under N2 for 6 days. After cooling the reaction to room temperature, all solvent was removed in vacuo and the residue was dissolved in EtOAc. This solution was brought to pH 8 with 2N NaOH and the organic solution was dried, filtered, and stripped of all solvent under reduced pressure. The residue was purified by chrom... Reactants: O[C@@H]1C[C@H]2N(C3=CC=CC=C3NC2)C1 ((2R, 3aR)-2-hydroxy-1,2,3,3a,4,5-hexahydro-pyrrolo[1,2-a]quinoxaline), C1(=CC=CC=C1)C1=C(C(=O)NC2=CC=C(C(=O)O)C=C2)C=CC=C1 (4-[(2-phenylbenzoyl)amino]benzoic acid). Yields the product O[C@@H]1C[C@H]2N(C3=CC=CC=C3N(C2)C(C2=CC=C(C=C2)NC(C2=C(C=CC=C2)C2=CC=CC=C2)=O)=O)C1 ((2R,3aR)-2-Hydroxy-5-[4-[(2-Phenylbenzoyl) Amino]Benzoyl]-1,2,3,3a,4,5-Hexahydro-Pyrrolo[1,2-a]Quinoxaline). Isolated yield 53.1%. RXN SMILES: [OH:1][C@H:2]1[CH2:14][N:5]2[C:6]3[C:11]([NH:12][CH2:13][C@H:4]2[CH2:3]1)=[CH:10][CH:9]=[CH:8][CH:7]=3.[C:15]1([C:21]2[CH:38]=[CH:37][CH:36]=[CH:35][C:22]=2[C:23]([NH:25][C:26]2[CH:34]=[CH:33][C:29]([C:30](O)=[O:31])=[CH:28][CH:27]=2)=[O:24])[CH:20]=[CH:19][CH:18]=[CH:17][CH:16]=1>>[OH:1][C@H:2]1[CH2:14][N:5]2[C:6]3[C:11]([N:12]([C:30](=[O:31])[C:29]4[CH:28]=[CH:27][C:26]([NH:25][C:23](=[O:24])[C:22]5[CH:35]=[CH:36][CH:37]=[CH:38][C:21]=5[C:15]5[CH:16]=[CH:17][CH:18]=[CH:19][CH:20]=5)=[CH:34][CH:33]=4)[CH2:13][C@H:4]2[CH2:3]1)=[CH:10][CH:9]=[CH:8][CH:7]=3. Reported procedure: The same procedures used in Example 1 were repeated using (2R, 3aR)-2-hydroxy-1,2,3,3a,4,5-hexahydro-pyrrolo[1,2-a]quinoxaline prepared in Reference Example 17 and 4-[(2-phenylbenzoyl)amino]benzoic acid to give the title compound after recrystallization from ethyl acetate-hexane. Yield 53.1%. As a reaction SMILES: [CH2:22]([CH3:23])[NH:24][CH2:25][CH3:26].[CH3:1][c:2]1[c:3]([N:9]([C:10]([c:11]2[cH:12][cH:13][cH:14][cH:15][cH:16]2)=[O:17])[CH2:18][CH:19]([CH3:20])[Cl:21])[c:4]([CH3:8])[cH:5][cH:6][cH:7]1.[CH:27]([O:28][CH:29]([CH3:30])[CH3:31])([CH3:32])[CH3:33]>>[CH3:1][c:2]1[c:3]([N:9]([C:10]([c:11]2[cH:12][cH:13][cH:14][cH:15][cH:16]2)=[O:17])[CH2:18][CH:19]([CH3:20])[N:24]([CH2:22][CH3:23])[CH2:25][CH3:26])[c:4]([CH3:8])[cH:5][cH:6][cH:7]1. The reactants are CCNCC, Cc1cccc(C)c1N(CC(C)Cl)C(=O)c1ccccc1, CC(C)OC(C)C. Product: CCN(CC)C(C)CN(C(=O)c1ccccc1)c1c(C)cccc1C. Starting materials: C(C)(C)(C)N1N=CC(=C1CCC1=CC=C(C=C1)OC)C=1SC=C(N1)CC(=O)O (2-(2-(1-tert-butyl-5-(4-methoxyphenethyl)-1H-pyrazol-4-yl)thiazol-4-yl)acetic acid), O1CCC(CC1)CN ((tetrahydro-2H-pyran-4-yl)methanamine). The product is C(C)(C)(C)N1N=CC(=C1CCC1=CC=C(C=C1)OC)C=1SC=C(N1)CC(=O)NCC1CCOCC1 (2-(2-{1-tert-butyl-5-[2-(4-methoxyphenyl)ethyl]-1H-pyrazol-4-yl}-1,3-thiazol-4-yl)-N-(tetrahydro-2H-pyran-4-ylmethyl)acetamide). As a reaction SMILES: [C:1]([N:5]1[C:9]([CH2:10][CH2:11][C:12]2[CH:17]=[CH:16][C:15]([O:18][CH3:19])=[CH:14][CH:13]=2)=[C:8]([C:20]2[S:21][CH:22]=[C:23]([CH2:25][C:26](O)=[O:27])[N:24]=2)[CH:7]=[N:6]1)([CH3:4])([CH3:3])[CH3:2].[O:29]1[CH2:34][CH2:33][CH:32]([CH2:35][NH2:36])[CH2:31][CH2:30]1>>[C:1]([N:5]1[C:9]([CH2:10][CH2:11][C:12]2[CH:13]=[CH:14][C:15]([O:18][CH3:19])=[CH:16][CH:17]=2)=[C:8]([C:20]2[S:21][CH:22]=[C:23]([CH2:25][C:26]([NH:36][CH2:35][CH:32]3[CH2:33][CH2:34][O:29][CH2:30][CH2:31]3)=[O:27])[N:24]=2)[CH:7]=[N:6]1)([CH3:4])([CH3:2])[CH3:3]. Procedure details: Using the compound obtained in step 5 and (tetrahydro-2H-pyran-4-yl)methanamine and by reaction and purification in the same manner as in the method described in Example 1, step 7, the title compound was obtained. Starting materials: C(C)(C)(C)OC(=O)NOCC1=CC=CC=C1 (N-tert-butyloxycarbonyl-O-benzylhydroxylamine), [H-].[Na+] (NaH), ClCCOC1OCCCC1 (1-Chloro-2-(tetrahydropyranyl)oxy-ethane). Run in CN(C)C=O (DMF). Conditions: temperature 0 celsius, time 1 hour. Yields the product C(C)(C)(C)OC(=O)N(OCC1=CC=CC=C1)CCOC1OCCCC1 (N-tert-Butyloxycarbonyl-N-[(tetrahydropyranyl)oxy] ethyl-O-benzylhydroxylamine). Isolated yield 65.8%. Reaction SMILES: [C:1]([O:5][C:6]([NH:8][O:9][CH2:10][C:11]1[CH:16]=[CH:15][CH:14]=[CH:13][CH:12]=1)=[O:7])([CH3:4])([CH3:3])[CH3:2].[H-].[Na+].Cl[CH2:20][CH2:21][O:22][CH:23]1[CH2:28][CH2:27][CH2:26][CH2:25][O:24]1>CN(C=O)C>[C:1]([O:5][C:6]([N:8]([CH2:20][CH2:21][O:22][CH:23]1[CH2:28][CH2:27][CH2:26][CH2:25][O:24]1)[O:9][CH2:10][C:11]1[CH:16]=[CH:15][CH:14]=[CH:13][CH:12]=1)=[O:7])([CH3:4])([CH3:2])[CH3:3] |f:1.2|. Reported procedure: To a stirred solution of N-tert-butyloxycarbonyl-O-benzylhydroxylamine 28 (5.79 g, 25.96 mmol) in dry DMF (50 ml) was added NaH (60%, 1.2 g, 30 mmol) slowly during 15 min period under argon atmosphere at 0° C. The reaction was allowed to stir at 0° C. for 30 min and at room temperature for 1 h. 1-Chloro-2-(tetrahydropyranyl)oxy-ethane 29 (4.95 g, 30 mmol) was added and the reaction mixture was heated at 80° C. for 12 h. The reaction was cooled and evaporated to dryness. The residue was suspended... Reactants: O1CCOCC1 (dioxane), Cl (hydrochloric acid), C(C)(=O)N(S(=O)(=O)C)C1=CC2=C(C(C(=C(O2)C)C(=O)OCC)=O)C=C1OC1=CC=CC=C1 (7-(N-acetyl-N-methylsulfonylamino)-3-ethoxycarbonyl-2-methyl-6-phenoxy-4H-1-benzopyran-4-one). Solvent: O (water). Product: C(=O)(O)C1=C(OC2=C(C1=O)C=C(C(=C2)NS(=O)(=O)C)OC2=CC=CC=C2)C (3-carboxy-2-methyl-7-methylsulfonylamino-6-phenoxy-4H-1-benzopyran-4-one). The yield is 94.4%. Reaction SMILES: O1CCOCC1.Cl.C([N:11]([C:16]1[C:32]([O:33][C:34]2[CH:39]=[CH:38][CH:37]=[CH:36][CH:35]=2)=[CH:31][C:19]2[C:20](=[O:30])[C:21]([C:25]([O:27]CC)=[O:26])=[C:22]([CH3:24])[O:23][C:18]=2[CH:17]=1)[S:12]([CH3:15])(=[O:14])=[O:13])(=O)C>O>[C:25]([C:21]1[C:20](=[O:30])[C:19]2[CH:31]=[C:32]([O:33][C:34]3[CH:39]=[CH:38][CH:37]=[CH:36][CH:35]=3)[C:16]([NH:11][S:12]([CH3:15])(=[O:13])=[O:14])=[CH:17][C:18]=2[O:23][C:22]=1[CH3:24])([OH:27])=[O:26]. Procedure details: 10 ml of dioxane and 10 ml of 6N hydrochloric acid were added to 500 mg of 7-(N-acetyl-N-methylsulfonylamino)-3-ethoxycarbonyl-2-methyl-6-phenoxy-4H-1-benzopyran-4-one. The mixture was refluxed for 20 minutes. The reaction mixture was cooled to 5°-10° C. 30 ml of water was added thereto. The resulting crystal was collected by filtration and recrystallized from acetic acid to obtain 400 mg (yield: 95.2%) of 3-carboxy-2-methyl-7-methylsulfonylamino-6-phenoxy-4H-1-benzopyran-4-one having a melting ... The reactants are Cl.N1CCC(CC1)C(=O)C1=CC2=CC=C(C=C2C=C1)Cl ((6-chloro-2-naphthyl) 4-piperidyl ketone hydrochloride), [BH4-].[Na+] (sodium borohydride). The solvent is C(C)O (ethanol). Conditions: time 18 hour. Yields the product ClC=1C=C2C=CC(=CC2=CC1)C(O)C1CCNCC1 (α-(6-chloro-2-naphthyl)-4-piperidinemethanol). Reaction SMILES: Cl.[NH:2]1[CH2:7][CH2:6][CH:5]([C:8]([C:10]2[CH:19]=[CH:18][C:17]3[C:12](=[CH:13][CH:14]=[C:15]([Cl:20])[CH:16]=3)[CH:11]=2)=[O:9])[CH2:4][CH2:3]1.[BH4-].[Na+]>C(O)C>[Cl:20][C:15]1[CH:16]=[C:17]2[C:12](=[CH:13][CH:14]=1)[CH:11]=[C:10]([CH:8]([CH:5]1[CH2:6][CH2:7][NH:2][CH2:3][CH2:4]1)[OH:9])[CH:19]=[CH:18]2 |f:0.1,2.3|. Procedure details: 3.47 g (12.7 mmoles) of (6-chloro-2-naphthyl) 4-piperidyl ketone hydrochloride is suspended in 200 ml of absolute ethanol and 1.5 g (4 mmoles) of sodium borohydride added. The reaction mixture is stirred for 18 hours and concentrated in vacuo. The residue is triturated with water and aqueous sodium hydroxide added to produce a basic solution which is extracted with toluene/methylene chloride. The organic phase is washed with brine, dried over MgSO4, filtered, and concentrated in vacuo to yield α...